This data is from the Open Reaction Database (ORD), a public repository of structured organic reaction records. The task is: describe an organic reaction: reactants, conditions, products, and yield Yields the product Fc1cccc(OCc2nccn2Cc2cc(Cl)cc(Cl)c2)n1. Reaction SMILES: [CH3:30][OH:31].[Cl:1][c:2]1[cH:3][c:4]([CH2:5][n:6]2[c:7]([CH2:11][OH:12])[n:8][cH:9][cH:10]2)[cH:13][c:14]([Cl:16])[cH:15]1.[Cl:27][CH2:28][Cl:29].[F:19][c:20]1[n:21][c:22]([F:26])[cH:23][cH:24][cH:25]1.[H-:18].[Na+:17].[O:32]=[CH:33][N:34]([CH3:35])[CH3:36]>>[Cl:1][c:2]1[cH:3][c:4]([CH2:5][n:6]2[c:7]([CH2:11][O:12][c:22]3[n:21][c:20]([F:19])[cH:25][cH:24][cH:23]3)[n:8][cH:9][cH:10]2)[cH:13][c:14]([Cl:16])[cH:15]1. Reactants: CO, OCc1nccn1Cc1cc(Cl)cc(Cl)c1, ClCCl, Fc1cccc(F)n1, [H-], [Na+], CN(C)C=O.